From a dataset of the Open Reaction Database (ORD), a public repository of structured organic reaction records. describe an organic reaction: reactants, conditions, products, and yield The reactants are N(=[N+]=[N-])C=1C=2N(C=C(C1C#N)C1=C(C=C(C=C1)Cl)Cl)C=CN2 (8-azido-6-(2,4-dichloro-phenyl)-imidazo[1,2-a]pyridine-7-carbonitrile), C1(=CC=CC=C1)P(C1=CC=CC=C1)C1=CC=CC=C1 (triphenylphosphine), Cl (HCl). The solvent is CO (MeOH), O (water). Yields the product NC=1C=2N(C=C(C1C#N)C1=C(C=C(C=C1)Cl)Cl)C=CN2 (8-Amino-6-(2,4-dichloro-phenyl)-imidazo[1,2-a]pyridine-7-carbonitrile). Yield: 52.4%. Reaction SMILES: [N:1]([C:4]1[C:5]2[N:6]([CH:20]=[CH:21][N:22]=2)[CH:7]=[C:8]([C:12]2[CH:17]=[CH:16][C:15]([Cl:18])=[CH:14][C:13]=2[Cl:19])[C:9]=1[C:10]#[N:11])=[N+]=[N-].C1(P(C2C=CC=CC=2)C2C=CC=CC=2)C=CC=CC=1.Cl>CO.O>[NH2:1][C:4]1[C:5]2[N:6]([CH:20]=[CH:21][N:22]=2)[CH:7]=[C:8]([C:12]2[CH:17]=[CH:16][C:15]([Cl:18])=[CH:14][C:13]=2[Cl:19])[C:9]=1[C:10]#[N:11]. Procedure: A mixture of crude 8-azido-6-(2,4-dichloro-phenyl)-imidazo[1,2-a]pyridine-7-carbonitrile (68 mg, 0.21 mmol) and triphenylphosphine (83.7 mg, 0.32 mmol) in MeOH (2.5 mL) was stirred and refluxed for 1 h. 2 M HCl in water (1 mL) was added and the reaction mixture was further refluxed for 1 h. The reaction mixture was cooled to RT, concentrated under vacuum and the remaining residue was dissolved in water. The aqueous solution was basified to pH 12 by the addition of 2 M NaOH in water. The resultin... Reactants: c1ccc2c(c1)CCNC2, CC(C)=O, N=S, O, O=C(O)c1ccccc1C(=O)Nc1ccccc1. The product is O=C(Nc1ccccc1)N1CCc2ccccc2C1. RXN SMILES: [CH2:1]1[NH:2][CH2:3][CH2:4][c:5]2[cH:6][cH:7][cH:8][cH:9][c:10]21.[CH3:11][C:12]([CH3:13])=[O:14].[NH:15]=[S:16].[OH2:35].[c:17]1([NH:23][C:24](=[O:25])[c:26]2[cH:27][cH:28][cH:29][cH:30][c:31]2[C:32]([OH:33])=[O:34])[cH:18][cH:19][cH:20][cH:21][cH:22]1>>[CH2:1]1[N:2]([C:24]([NH:23][c:17]2[cH:18][cH:19][cH:20][cH:21][cH:22]2)=[O:25])[CH2:3][CH2:4][c:5]2[cH:6][cH:7][cH:8][cH:9][c:10]21. The reactants are ClC=1C=CC2=C(C(=NOC2)N(N)C)C1 (6-chloro-4-(1-methylhydrazino)-1H-2,3-benzoxazine), C(C)=O (acetaldehyde). Solvent: C1=CC=CC=C1 (benzene), C1=CC=CC=C1 (benzene). Conditions: time 2 hour. Yields the product ClC=1C=CC2=C(C(=NOC2)N(N=CC)C)C1 (6-chloro-4-(2-ethylidene-1-methylhydrazino)-1H-2,3-benzoxazine). As a reaction SMILES: [Cl:1][C:2]1[CH:3]=[CH:4][C:5]2[CH2:10][O:9][N:8]=[C:7]([N:11]([CH3:13])[NH2:12])[C:6]=2[CH:14]=1.[CH:15](=O)[CH3:16]>C1C=CC=CC=1>[Cl:1][C:2]1[CH:3]=[CH:4][C:5]2[CH2:10][O:9][N:8]=[C:7]([N:11]([CH3:13])[N:12]=[CH:15][CH3:16])[C:6]=2[CH:14]=1. Procedure: To a solution of 3 g. of 6-chloro-4-(1-methylhydrazino)-1H-2,3-benzoxazine in 180 ml. of anhydrous benzene 1 g. of acetaldehyde in 30 ml. of anhydrous benzene is added. The mixture is allowed to stand for 2 hours, then the solvent is distilled off in vacuo and the residue recrystallized from isopropyl ether. Yield 2.4 g. (71.2%) of 6-chloro-4-(2-ethylidene-1-methylhydrazino)-1H-2,3-benzoxazine; m.p. 111°-112° C. The reactants are CO (methanol), Cl (hydrochloric acid), Cl.Cl.C(CC1=CC=CC=C1)NC(=N)NC(=N)NCCCCCCCCC (N1-phenethyl-N5-nonyl-biguanide dihydrochloride), CC(=O)C (acetone). The product is C(C)(=O)O.CC1(N=C(NC(=N1)NCCC1=CC=CC=C1)NCCCCCCCCC)C (3,6-Dihydro-6,6-dimethyl-4-nonylamino-2-phenethylamino-1,3,5-triazine acetate). RXN SMILES: C[OH:2].Cl.Cl.Cl.[CH2:6]([NH:14][C:15]([NH:17][C:18]([NH:20][CH2:21][CH2:22][CH2:23][CH2:24][CH2:25][CH2:26][CH2:27][CH2:28][CH3:29])=[NH:19])=[NH:16])[CH2:7][C:8]1[CH:13]=[CH:12][CH:11]=[CH:10][CH:9]=1.[CH3:30][C:31]([CH3:33])=[O:32]>>[C:31]([OH:2])(=[O:32])[CH3:33].[CH3:30][C:31]1([CH3:33])[N:16]=[C:15]([NH:14][CH2:6][CH2:7][C:8]2[CH:13]=[CH:12][CH:11]=[CH:10][CH:9]=2)[NH:17][C:18]([NH:20][CH2:21][CH2:22][CH2:23][CH2:24][CH2:25][CH2:26][CH2:27][CH2:28][CH3:29])=[N:19]1 |f:2.3.4,6.7|. Procedure details: 350 ml of methanol, 350 ml of acetone and 1.9 ml of concentrated hydrochloric acid were added to 31.0 g (76.7 mmol) of N1-phenethyl-N5-nonyl-biguanide dihydrochloride. The mixture was refluxed for 16 hours, and the solvent was distilled off under reduced pressure. The residue was dissolved in 350 ml of ethanol, and to the solution were added 250 ml of water and 31 ml of 5N sodium hydroxide. The mixture was refluxed for 1.5 hours, concentrated under reduced pressure, and extracted with ethyl acet... Starting materials: CN(C)Cc1ccc2c(CC(=O)O)c(Cl)ccc2c1, N, CN(C)C=O. Product: CN(C)Cc1ccc2c(CC(N)=O)c(Cl)ccc2c1. Reaction SMILES: [Cl:1][c:2]1[c:3]([CH2:16][C:17](=[O:18])[OH:19])[c:4]2[cH:5][cH:6][c:7]([CH2:12][N:13]([CH3:14])[CH3:15])[cH:8][c:9]2[cH:10][cH:11]1.[NH3:20].[O:21]=[CH:22][N:23]([CH3:24])[CH3:25]>>[Cl:1][c:2]1[c:3]([CH2:16][C:17](=[O:19])[NH2:20])[c:4]2[cH:5][cH:6][c:7]([CH2:12][N:13]([CH3:14])[CH3:15])[cH:8][c:9]2[cH:10][cH:11]1. Reactants: N#Cc1ccc(F)c2ccccc12, C1CCC2=NCCCN2CC1, Cl, FC1CCCNC1, [Na+], [OH-]. Product: N#Cc1ccc(N2CCCC(F)C2)c2ccccc12. RXN SMILES: [C:9](#[N:10])[c:11]1[cH:12][cH:13][c:14]([F:21])[c:15]2[cH:16][cH:17][cH:18][cH:19][c:20]12.[CH2:22]1[CH2:23][CH2:24][C:25]2=[N:30][CH2:29][CH2:28][CH2:27][N:26]2[CH2:31][CH2:32]1.[ClH:1].[F:2][CH:3]1[CH2:4][NH:5][CH2:6][CH2:7][CH2:8]1.[Na+:34].[OH-:33]>>[F:2][CH:3]1[CH2:4][N:5]([c:14]2[cH:13][cH:12][c:11]([C:9]#[N:10])[c:20]3[c:15]2[cH:16][cH:17][cH:18][cH:19]3)[CH2:6][CH2:7][CH2:8]1. Starting materials: CCN(C(C)C)C(C)C, CCN=C=NCCCN(C)C, CCOC(C)=O, CCOC(=O)C1CCOc2cc(Oc3ccc(C(=O)O)cc3)c(Cl)cc21, Cl, Cl, NCC(O)c1ccc(Cl)cc1, CN(C)C=O, On1nnc2cccnc21. The product is CCOC(=O)C1CCOc2cc(Oc3ccc(C(=O)NCC(O)c4ccc(Cl)cc4)cc3)c(Cl)cc21. Reaction SMILES: [CH2:39]([N:40]([CH:41]([CH3:42])[CH3:43])[CH:44]([CH3:45])[CH3:46])[CH3:47].[CH2:59]([N:60]=[C:61]=[N:62][CH2:63][CH2:64][CH2:65][N:66]([CH3:67])[CH3:68])[CH3:69].[CH3:75][CH2:76][O:77][C:78]([CH3:79])=[O:80].[Cl:1][c:2]1[cH:3][c:4]2[c:9]([cH:10][c:11]1[O:12][c:13]1[cH:14][cH:15][c:16]([C:17](=[O:18])[OH:19])[cH:20][cH:21]1)[O:8][CH2:7][CH2:6][CH:5]2[C:22](=[O:23])[O:24][CH2:25][CH3:26].[ClH:27].[ClH:58].[NH2:28][CH2:29][CH:30]([OH:31])[c:32]1[cH:33][cH:34][c:35]([Cl:38])[cH:36][cH:37]1.[O:70]=[CH:71][N:72]([CH3:73])[CH3:74].[n:48]1[c:49]2[c:50]([n:51][cH:52][cH:53][cH:54]2)[n:55]([OH:56])[n:57]1>>[Cl:1][c:2]1[cH:3][c:4]2[c:9]([cH:10][c:11]1[O:12][c:13]1[cH:14][cH:15][c:16]([C:17](=[O:18])[NH:28][CH2:29][CH:30]([OH:31])[c:32]3[cH:33][cH:34][c:35]([Cl:38])[cH:36][cH:37]3)[cH:20][cH:21]1)[O:8][CH2:7][CH2:6][CH:5]2[C:22](=[O:23])[O:24][CH2:25][CH3:26]. RXN SMILES: [Cl:1][c:2]1[n:3][n:4][c:5](-[c:11]2[c:12]([F:18])[c:13]([F:17])[cH:14][cH:15][cH:16]2)[cH:6][c:7]1[C:8](=[O:9])[NH2:10].[P:19]([Cl:20])([Cl:21])([Cl:22])=[O:23]>>[Cl:1][c:2]1[n:3][n:4][c:5](-[c:11]2[c:12]([F:18])[c:13]([F:17])[cH:14][cH:15][cH:16]2)[cH:6][c:7]1[C:8]#[N:10]. Yields the product N#Cc1cc(-c2cccc(F)c2F)nnc1Cl. Starting materials: NC(=O)c1cc(-c2cccc(F)c2F)nnc1Cl, O=P(Cl)(Cl)Cl. The reagents and catalysts are [Pd].C1(=CC=CC=C1)P(C1=CC=CC=C1)C1=CC=CC=C1.C1(=CC=CC=C1)P(C1=CC=CC=C1)C1=CC=CC=C1.C1(=CC=CC=C1)P(C1=CC=CC=C1)C1=CC=CC=C1.C1(=CC=CC=C1)P(C1=CC=CC=C1)C1=CC=CC=C1 (tetrakis(triphenylphosphine)-palladium). The product is Grignard reagent, C(C)SC1=C(C=CC=C1)Br (1-ethylmercapto-2-bromobenzene), C(C)SC1=C(C=CC=C1)C(C[Si](C)(C)C)=C (2-(2-ethylmercaptophenyl)allyl trimethylsilane). Reactants: Grignard reagent, C(C)SC1=C(C=CC=C1)Br (1-ethylmercapto-2-bromobenzene), [Mg] (magnesium), CCOCC (ether), BrC(C[Si](C)(C)C)=C ((2-bromoallyl)-trimethylsilane). Reaction SMILES: [CH2:1]([S:3][C:4]1[CH:9]=[CH:8][CH:7]=[CH:6][C:5]=1[Br:10])[CH3:2].[Mg].Br[C:13](=[CH2:19])[CH2:14][Si:15]([CH3:18])([CH3:17])[CH3:16].CCOCC>O1CCCC1.C1C=CC=CC=1.[Pd].C1(P(C2C=CC=CC=2)C2C=CC=CC=2)C=CC=CC=1.C1(P(C2C=CC=CC=2)C2C=CC=CC=2)C=CC=CC=1.C1(P(C2C=CC=CC=2)C2C=CC=CC=2)C=CC=CC=1.C1(P(C2C=CC=CC=2)C2C=CC=CC=2)C=CC=CC=1>[CH2:1]([S:3][C:4]1[CH:9]=[CH:8][CH:7]=[CH:6][C:5]=1[Br:10])[CH3:2].[CH2:1]([S:3][C:4]1[CH:9]=[CH:8][CH:7]=[CH:6][C:5]=1[C:13](=[CH2:19])[CH2:14][Si:15]([CH3:18])([CH3:17])[CH3:16])[CH3:2] |f:6.7.8.9.10|. Conditions: temperature 50 celsius, time 3 hour. Reported procedure: A solution of the Grignard reagent of 1-ethylmercapto-2-bromobenzene in tetrahydrofuran was prepared in the following way: 1.50 g (6.9 mmol) of 1-ethylmercapto-2-bromobenzene were added to 218 mg (9.0 mmol) of magnesium in 8 ml of anhydrous tetrahydrofuran at room temperature under N2 and It was heated at reflux for 1 h. Meanwhile, a solution of 1.20 g (6.2 mmol) of (2-bromoallyl)-trimethylsilane and 358 mg (0.31 mmol) of tetrakis(triphenylphosphine)-palladium in 6 ml of dry benzene was stirred ... The solvent is O1CCCC1 (tetrahydrofuran), C1=CC=CC=C1 (benzene), O1CCCC1 (tetrahydrofuran).